describe an organic reaction: reactants, conditions, products, and yield From a dataset of the Open Reaction Database (ORD), a public repository of structured organic reaction records. Starting materials: ClCCl, O=S(=O)(OS(=O)(=O)C(F)(F)F)C(F)(F)F, Oc1ccc2ncccc2c1, c1ccncc1. Product: O=S(=O)(Oc1ccc2ncccc2c1)C(F)(F)F. Reaction SMILES: [CH2:33]([Cl:34])[Cl:35].[F:1][C:2]([F:3])([F:4])[S:5](=[O:6])(=[O:7])[O:8][S:9]([C:10]([F:11])([F:12])[F:13])(=[O:14])=[O:15].[OH:16][c:17]1[cH:18][c:19]2[cH:20][cH:21][cH:22][n:23][c:24]2[cH:25][cH:26]1.[cH:27]1[cH:28][cH:29][n:30][cH:31][cH:32]1>>[F:1][C:2]([F:3])([F:4])[S:5](=[O:6])(=[O:7])[O:8][c:17]1[cH:18][c:19]2[cH:20][cH:21][cH:22][n:23][c:24]2[cH:25][cH:26]1. Product: CC(C)(C)OC(=O)NC1CCC(N2CCCC2)CC1. Starting materials: CC(C)(C)OC(=O)NC1CCC(N)CC1, O=C([O-])[O-], CCO, ClCCCCCl, [I-], [K+], [K+], [Na+], O, O. As a reaction SMILES: [C:1]([CH3:2])([CH3:3])([CH3:4])[O:5][C:6](=[O:7])[NH:8][CH:9]1[CH2:10][CH2:11][CH:12]([NH2:15])[CH2:13][CH2:14]1.[C:22](=[O:23])([O-:24])[O-:25].[CH2:32]([OH:33])[CH3:34].[Cl:16][CH2:17][CH2:18][CH2:19][CH2:20][Cl:21].[I-:29].[K+:26].[K+:27].[Na+:28].[OH2:30].[OH2:31]>>[C:1]([CH3:2])([CH3:3])([CH3:4])[O:5][C:6](=[O:7])[NH:8][CH:9]1[CH2:10][CH2:11][CH:12]([N:15]2[CH2:17][CH2:18][CH2:19][CH2:20]2)[CH2:13][CH2:14]1. RXN SMILES: Br[C:2]1[CH:3]=[C:4]([C:14]([O:16][CH3:17])=[O:15])[N:5]([C:7]2[C:12]([Cl:13])=[CH:11][CH:10]=[CH:9][N:8]=2)[CH:6]=1.[CH2:18]([O:20]C([Sn](CCCC)(CCCC)CCCC)=C)[CH3:19].[Cl-].[Li+]>C1COCC1.C1C=CC([P]([Pd]([P](C2C=CC=CC=2)(C2C=CC=CC=2)C2C=CC=CC=2)([P](C2C=CC=CC=2)(C2C=CC=CC=2)C2C=CC=CC=2)[P](C2C=CC=CC=2)(C2C=CC=CC=2)C2C=CC=CC=2)(C2C=CC=CC=2)C2C=CC=CC=2)=CC=1>[C:18]([C:2]1[CH:3]=[C:4]([C:14]([O:16][CH3:17])=[O:15])[N:5]([C:7]2[C:12]([Cl:13])=[CH:11][CH:10]=[CH:9][N:8]=2)[CH:6]=1)(=[O:20])[CH3:19] |f:2.3,^1:46,48,67,86|. Run in C1CCOC1 (THF). Reagents/catalysts: C=1C=CC(=CC1)[P](C=2C=CC=CC2)(C=3C=CC=CC3)[Pd]([P](C=4C=CC=CC4)(C=5C=CC=CC5)C=6C=CC=CC6)([P](C=7C=CC=CC7)(C=8C=CC=CC8)C=9C=CC=CC9)[P](C=1C=CC=CC1)(C=1C=CC=CC1)C=1C=CC=CC1 (tetrakis(triphenylphosphine)palladium). Procedure: Under argon, 5.0 g (15.6 mmol) of methyl 4-bromo-1-(3-chloropyridin-2-yl)-1H-pyrrole-2-carboxylate were dissolved in THF, and 8.2 g (21.9 mmol) of (1-ethoxyvinyl)tributylstannane, 2.1 g of lithium chloride and 0.9 g (0.8 mmol) of tetrakis(triphenylphosphine)palladium were added at room temperature and the mixture was stirred under reflux for 48 h. The solvent was then distilled off, and the residue was taken up in 200 ml of THF and stirred in the presence of 12 ml of 2N hydrochloric acid at RT f... The product is C(C)(=O)C=1C=C(N(C1)C1=NC=CC=C1Cl)C(=O)OC (methyl 4-acetyl-1-(3-chloropyridin-2-yl)-1H-pyrrole-2-carboxylate). Starting materials: C(C)OC(=C)[Sn](CCCC)(CCCC)CCCC ((1-ethoxyvinyl)tributylstannane), [Cl-].[Li+] (lithium chloride), BrC=1C=C(N(C1)C1=NC=CC=C1Cl)C(=O)OC (methyl 4-bromo-1-(3-chloropyridin-2-yl)-1H-pyrrole-2-carboxylate). The reactants are C(C)(C)(C)OC(=O)N1CC(N(CC1)CC1=C2C(=NC(=C1)C1=C(C=C(C=C1)O)F)N(N=C2C)C2OCCCC2)C2=CC=CC=C2 (4-[6-(2-fluoro-4-hydroxy-phenyl)-3-methyl-1-(tetrahydro-pyran-2-yl)-1H-pyrazolo[3,4-b]pyridin-4-ylmethyl]-3-phenyl-piperazine-1-carboxylic acid tert-butyl ester), Cl (HCl). Solvent: O1CCOCC1 (1,4-dioxane). Yields the product FC=1C=C(C=CC1C1=CC(=C2C(=N1)NN=C2C)CN2C(CNCC2)C2=CC=CC=C2)O (3-Fluoro-4-[3-methyl-4-(2-phenyl-piperazin-1-ylmethyl)-1H-pyrazolo[3,4-b]pyridin-6-yl]-phenol). The yield is 51.0%. RXN SMILES: C(OC([N:8]1[CH2:13][CH2:12][N:11]([CH2:14][C:15]2[CH:20]=[C:19]([C:21]3[CH:26]=[CH:25][C:24]([OH:27])=[CH:23][C:22]=3[F:28])[N:18]=[C:17]3[N:29](C4CCCCO4)[N:30]=[C:31]([CH3:32])[C:16]=23)[CH:10]([C:39]2[CH:44]=[CH:43][CH:42]=[CH:41][CH:40]=2)[CH2:9]1)=O)(C)(C)C.Cl>O1CCOCC1>[F:28][C:22]1[CH:23]=[C:24]([OH:27])[CH:25]=[CH:26][C:21]=1[C:19]1[N:18]=[C:17]2[NH:29][N:30]=[C:31]([CH3:32])[C:16]2=[C:15]([CH2:14][N:11]2[CH2:12][CH2:13][NH:8][CH2:9][CH:10]2[C:39]2[CH:40]=[CH:41][CH:42]=[CH:43][CH:44]=2)[CH:20]=1. Procedure details: 178 mg 4-[6-(2-fluoro-4-hydroxy-phenyl)-3-methyl-1-(tetrahydro-pyran-2-yl)-1H-pyrazolo[3,4-b]pyridin-4-ylmethyl]-3-phenyl-piperazine-1-carboxylic acid tert-butyl ester were dissolved in 3 ml dry 1,4-dioxane and 2 ml HCl (4N in 1,4-dioxane) was added. After stirring the reaction at r.t. for 30 min the volatiles were removed in vacuo and the resulting residue was purified by preparative HPLC (C18 column, acetonitrile/water gradient). 63 mg (51%) of the title compound were obtained. The reactants are CCN=C=NCCCN(C)C, ClCCl, Cl, NC1(c2ccc(F)cc2)CCC1, O=C(O)CN1CCCC(c2ccccc2)C1=O. The product is O=C(CN1CCCC(c2ccccc2)C1=O)NC1(c2ccc(F)cc2)CCC1. RXN SMILES: [CH2:31]([N:32]=[C:33]=[N:34][CH2:35][CH2:36][CH2:37][N:38]([CH3:39])[CH3:40])[CH3:41].[Cl:42][CH2:43][Cl:44].[ClH:1].[F:2][c:3]1[cH:4][cH:5][c:6]([C:9]2([NH2:13])[CH2:10][CH2:11][CH2:12]2)[cH:7][cH:8]1.[O:14]=[C:15]1[N:16]([CH2:27][C:28](=[O:29])[OH:30])[CH2:17][CH2:18][CH2:19][CH:20]1[c:21]1[cH:22][cH:23][cH:24][cH:25][cH:26]1>>[F:2][c:3]1[cH:4][cH:5][c:6]([C:9]2([NH:13][C:28]([CH2:27][N:16]3[C:15](=[O:14])[CH:20]([c:21]4[cH:22][cH:23][cH:24][cH:25][cH:26]4)[CH2:19][CH2:18][CH2:17]3)=[O:29])[CH2:10][CH2:11][CH2:12]2)[cH:7][cH:8]1. The reactants are NC=1C=C(C=CC1Cl)NC(C1=C(N=C(C=C1)C(F)(F)F)C)=O (N-(3-amino-4-chlorophenyl)-2-methyl-6-(trifluoromethyl)nicotinamide), FC=1C=C(C(=O)O)C=CC1 (3-fluorobenzoic acid). Yields the product ClC1=C(C=C(C=C1)NC(C1=C(N=C(C=C1)C(F)(F)F)C)=O)NC(C1=CC(=CC=C1)F)=O (N-(4-chloro-3-(3-fluorobenzamido)phenyl)-2-methyl-6-(trifluoromethyl)-nicotinamide). Reaction SMILES: [NH2:1][C:2]1[CH:3]=[C:4]([NH:9][C:10](=[O:22])[C:11]2[CH:16]=[CH:15][C:14]([C:17]([F:20])([F:19])[F:18])=[N:13][C:12]=2[CH3:21])[CH:5]=[CH:6][C:7]=1[Cl:8].[F:23][C:24]1[CH:25]=[C:26]([CH:30]=[CH:31][CH:32]=1)[C:27](O)=[O:28]>>[Cl:8][C:7]1[CH:6]=[CH:5][C:4]([NH:9][C:10](=[O:22])[C:11]2[CH:16]=[CH:15][C:14]([C:17]([F:20])([F:19])[F:18])=[N:13][C:12]=2[CH3:21])=[CH:3][C:2]=1[NH:1][C:27](=[O:28])[C:26]1[CH:30]=[CH:31][CH:32]=[C:24]([F:23])[CH:25]=1. Procedure details: N-(3-amino-4-chlorophenyl)-2-methyl-6-(trifluoromethyl)nicotinamide (0.15 mmol) was used in general procedure 2 with 3-fluorobenzoic acid (0.167 mmol). The product was purified by RP-HPLC to give N-(4-chloro-3-(3-fluorobenzamido)phenyl)-2-methyl-6-(trifluoromethyl)-nicotinamide. MS (Q1) 452.1 (M)+ Starting materials: FC=1C(=C2C=CC(=NC2=CC1)C)N1C(=NC=C1)S (6-fluoro-2-methyl-5-(2-mercaptoimidazol-1-yl)quinoline), [OH-].[NH4+] (ammonium hydroxide). Reagents/catalysts: [Ni] (Raney nickel). The solvent is C(C)O (ethanol). Product: FC=1C(=C2C=CC(=NC2=CC1)C)N1C=NC=C1 (6-fluoro-5-(imidazol-1-yl)-2-methylquinoline). As a reaction SMILES: [F:1][C:2]1[C:3]([N:13]2[CH:17]=[CH:16][N:15]=[C:14]2S)=[C:4]2[C:9](=[CH:10][CH:11]=1)[N:8]=[C:7]([CH3:12])[CH:6]=[CH:5]2.[OH-].[NH4+]>[Ni].C(O)C>[F:1][C:2]1[C:3]([N:13]2[CH:17]=[CH:16][N:15]=[CH:14]2)=[C:4]2[C:9](=[CH:10][CH:11]=1)[N:8]=[C:7]([CH3:12])[CH:6]=[CH:5]2 |f:1.2|. Procedure: A mixture of 30 g (0.115 mmole) of 6-fluoro-2-methyl-5-(2-mercaptoimidazol-1-yl)quinoline, 60 ml of ammonium hydroxide and 300 ml of 60% aqueous ethanol was heated to 50°-55° C. and 201 g of Raney nickel was added. The mixture was heated to reflux and maintained at reflux for four hours, at which time it was filtered. The residue was washed with hot aqueous ethanol, and the washings and filtrate were combined and evaporated to provide 6-fluoro-5-(imidazol-1-yl)-2-methylquinoline as a yellow soli...